describe an organic reaction: reactants, conditions, products, and yield From a dataset of the Open Reaction Database (ORD), a public repository of structured organic reaction records. Reactants: BrCCc1c[nH]c2ccccc12, Br, O=C([O-])O, CS(C)=O, [Na+], O, O=C(c1ccc(O)cc1)C1CCNCC1. Yields the product O=C(c1ccc(O)cc1)C1CCN(CCc2c[nH]c3ccccc23)CC1. As a reaction SMILES: [Br:22][CH2:23][CH2:24][c:25]1[cH:26][nH:27][c:28]2[cH:29][cH:30][cH:31][cH:32][c:33]12.[BrH:1].[C:17](=[O:18])([OH:19])[O-:20].[CH3:35][S:36]([CH3:37])=[O:38].[Na+:21].[OH2:34].[OH:2][c:3]1[cH:4][cH:5][c:6]([C:7](=[O:8])[CH:9]2[CH2:10][CH2:11][NH:12][CH2:13][CH2:14]2)[cH:15][cH:16]1>>[OH:2][c:3]1[cH:4][cH:5][c:6]([C:7](=[O:8])[CH:9]2[CH2:10][CH2:11][N:12]([CH2:23][CH2:24][c:25]3[cH:26][nH:27][c:28]4[cH:29][cH:30][cH:31][cH:32][c:33]34)[CH2:13][CH2:14]2)[cH:15][cH:16]1.